Dataset: the Open Reaction Database (ORD), a public repository of structured organic reaction records. Task: describe an organic reaction: reactants, conditions, products, and yield Starting materials: CC(=O)O[BH-](OC(C)=O)OC(C)=O, O=C([O-])O, COC(=O)c1ccc2[nH]c3c(c2c1)CN(C(=O)OC(C)(C)C)CC3, C1CCOC1, CC(=O)O, CO, O=Cc1ccccc1, ClCCl, O=C(O)C(F)(F)F, [Na+], [Na+]. Product: COC(=O)c1ccc2[nH]c3c(c2c1)CN(Cc1ccccc1)CC3. RXN SMILES: [C:33]([O:34][BH-:35]([O:36][C:37](=[O:38])[CH3:39])[O:40][C:41](=[O:42])[CH3:43])(=[O:44])[CH3:45].[C:51](=[O:52])([OH:53])[O-:54].[CH2:1]1[N:2]([C:18]([O:19][C:20]([CH3:21])([CH3:22])[CH3:23])=[O:24])[CH2:3][CH2:4][c:5]2[nH:6][c:7]3[cH:8][cH:9][c:10]([C:14](=[O:15])[O:16][CH3:17])[cH:11][c:12]3[c:13]21.[CH2:66]1[O:67][CH2:68][CH2:69][CH2:70]1.[CH3:47][C:48](=[O:49])[OH:50].[CH3:71][OH:72].[CH:25](=[O:26])[c:27]1[cH:28][cH:29][cH:30][cH:31][cH:32]1.[Cl:63][CH2:64][Cl:65].[F:56][C:57]([F:58])([F:59])[C:60]([OH:61])=[O:62].[Na+:46].[Na+:55]>>[CH2:1]1[N:2]([CH2:18][c:27]2[cH:28][cH:29][cH:30][cH:31][cH:32]2)[CH2:3][CH2:4][c:5]2[nH:6][c:7]3[cH:8][cH:9][c:10]([C:14](=[O:15])[O:16][CH3:17])[cH:11][c:12]3[c:13]21. Starting materials: OCCC(=O)N (β-hydroxypropionamide), C1(CCCCC1)N (cyclohexylamine), N (ammonia), polyphosphoric acid. Reaction conditions: temperature 164 celsius. The product is C1(CCCCC1)NC(C=C)=O (N-cyclohexylacrylamide). As a reaction SMILES: O[CH2:2][CH2:3][C:4]([NH2:6])=[O:5].[CH:7]1(N)[CH2:12][CH2:11][CH2:10][CH2:9][CH2:8]1.N>>[CH:7]1([NH:6][C:4](=[O:5])[CH:3]=[CH2:2])[CH2:12][CH2:11][CH2:10][CH2:9][CH2:8]1. Procedure: 59 g of β-hydroxypropionamide and 69.4 g of cyclohexylamine were heated with 50 mg of 2,6-di-t-butyl-pcresol for 5 hours in a temperature range of 130°-170° C. until the evolution of ammonia was complete. After adding 2.5 g of polyphosphoric acid the reaction mixture was maintained at 164° C. for 1 hour and then distilled in a water jet vacuum. The main run was taken off between 140° and 160° C. at 11 bar and crystallized in the receiver. Starting materials: CC(C)C(O)(c1cccc(Br)c1)c1cn(C(c2ccccc2)(c2ccccc2)c2ccccc2)cn1, CCCC[Sn](CCCC)(CCCC)c1ccccn1, [Cu]I, CN(C)C=O, O, c1ccc(P(c2ccccc2)(c2ccccc2)[Pd](P(c2ccccc2)(c2ccccc2)c2ccccc2)(P(c2ccccc2)(c2ccccc2)c2ccccc2)P(c2ccccc2)(c2ccccc2)c2ccccc2)cc1. Yields the product CC(C)C(O)(c1cccc(-c2ccccn2)c1)c1cn(C(c2ccccc2)(c2ccccc2)c2ccccc2)cn1. Reaction SMILES: [Br:1][c:2]1[cH:3][c:4]([C:8]([CH:9]([CH3:10])[CH3:11])([OH:12])[c:13]2[n:14][cH:15][n:16]([C:18]([c:19]3[cH:20][cH:21][cH:22][cH:23][cH:24]3)([c:25]3[cH:26][cH:27][cH:28][cH:29][cH:30]3)[c:31]3[cH:32][cH:33][cH:34][cH:35][cH:36]3)[cH:17]2)[cH:5][cH:6][cH:7]1.[CH2:37]([Sn:38]([CH2:39][CH2:40][CH2:41][CH3:48])([c:42]1[n:43][cH:44][cH:45][cH:46][cH:47]1)[CH2:49][CH2:50][CH2:51][CH3:52])[CH2:53][CH2:54][CH3:55].[Cu:139][I:140].[O:57]=[CH:58][N:59]([CH3:60])[CH3:61].[OH2:56].[cH:62]1[cH:63][cH:64][c:65]([P:66]([Pd:67]([P:68]([c:69]2[cH:70][cH:71][cH:72][cH:73][cH:74]2)([c:75]2[cH:76][cH:77][cH:78][cH:79][cH:80]2)[c:81]2[cH:82][cH:83][cH:84][cH:85][cH:86]2)([P:87]([c:88]2[cH:89][cH:90][cH:91][cH:92][cH:93]2)([c:94]2[cH:95][cH:96][cH:97][cH:98][cH:99]2)[c:100]2[cH:101][cH:102][cH:103][cH:104][cH:105]2)[P:106]([c:107]2[cH:108][cH:109][cH:110][cH:111][cH:112]2)([c:113]2[cH:114][cH:115][cH:116][cH:117][cH:118]2)[c:119]2[cH:120][cH:121][cH:122][cH:123][cH:124]2)([c:125]2[cH:126][cH:127][cH:128][cH:129][cH:130]2)[c:131]2[cH:132][cH:133][cH:134][cH:135][cH:136]2)[cH:137][cH:138]1>>[c:2]1(-[c:42]2[n:43][cH:44][cH:45][cH:46][cH:47]2)[cH:3][c:4]([C:8]([CH:9]([CH3:10])[CH3:11])([OH:12])[c:13]2[n:14][cH:15][n:16]([C:18]([c:19]3[cH:20][cH:21][cH:22][cH:23][cH:24]3)([c:25]3[cH:26][cH:27][cH:28][cH:29][cH:30]3)[c:31]3[cH:32][cH:33][cH:34][cH:35][cH:36]3)[cH:17]2)[cH:5][cH:6][cH:7]1. The reactants are IC=1C=CC(=NC1)C#N (5-iodo-pyridine-2-carbonitrile), CC[Mg+].[Br-] (EtMgBr). The reagents and catalysts are CC([O-])C.[Ti+4].CC([O-])C.CC([O-])C.CC([O-])C (titanium(IV) isopropoxide). Solvent: C1CCOC1 (THF), O (water), Cl (HCl). Run at time 23 hour. The product is IC=1C=CC(=NC1)C1(CC1)N (1-(5-Iodo-pyridin-2-yl)-cyclopropylamine). Isolated yield 20.4%. Reaction SMILES: [I:1][C:2]1[CH:3]=[CH:4][C:5]([C:8]#[N:9])=[N:6][CH:7]=1.[CH3:10][CH2:11][Mg+].[Br-]>C1COCC1.O.Cl.CC(C)[O-].[Ti+4].CC(C)[O-].CC(C)[O-].CC(C)[O-]>[I:1][C:2]1[CH:3]=[CH:4][C:5]([C:8]2([NH2:9])[CH2:11][CH2:10]2)=[N:6][CH:7]=1 |f:1.2,6.7.8.9.10|. Procedure details: To a solution of 5-iodo-pyridine-2-carbonitrile (1.0 g, 8.1 mmol) in dry THF (50 mL) was added titanium(IV) isopropoxide (5.2 mL, 18 mmol). EtMgBr (3.0M in Et2O, 10 mL, 32 mmol) was then added dropwise. The reaction mixture was stirred for 23 h, then diluted with water (100 mL) and 1N HCl (5 mL), and stirred for 5 minutes. The mixture was filtered and the filtrate was concentrated in-vacuo to afford 430 mg of the title compound which was used without further purification. The reactants are CC(C)(C)OC(=O)COc1cccc(CN(Cc2ccc(-c3nccs3)cc2)S(C)(=O)=O)c1, ClCCl, O=C(O)C(F)(F)F. Yields the product CS(=O)(=O)N(Cc1ccc(-c2nccs2)cc1)Cc1cccc(OCC(=O)O)c1. Reaction SMILES: [C:1]([CH3:2])([CH3:3])([CH3:4])[O:5][C:6]([CH2:7][O:8][c:9]1[cH:10][c:11]([CH2:15][N:16]([CH2:17][c:18]2[cH:19][cH:20][c:21](-[c:24]3[s:25][cH:26][cH:27][n:28]3)[cH:22][cH:23]2)[S:29](=[O:30])(=[O:31])[CH3:32])[cH:12][cH:13][cH:14]1)=[O:33].[Cl:41][CH2:42][Cl:43].[OH:34][C:35]([C:36]([F:37])([F:38])[F:39])=[O:40]>>[O:5]=[C:6]([CH2:7][O:8][c:9]1[cH:10][c:11]([CH2:15][N:16]([CH2:17][c:18]2[cH:19][cH:20][c:21](-[c:24]3[s:25][cH:26][cH:27][n:28]3)[cH:22][cH:23]2)[S:29](=[O:30])(=[O:31])[CH3:32])[cH:12][cH:13][cH:14]1)[OH:33]. Reactants: COC1=CC=C(C=C1)C1=C(OC=2N=CN=C(C21)NC=2C=C(OCC(=O)O)C=CC2)C2=CC=CC=C2 (3-{[5-(4-methoxyphenyl)-6-phenylfuro[2,3-d]pyrimidin-4-yl]amino}phenoxyacetic acid), CO (methanol), 2-amino-2-hydroxymethyl-1,3-propanediol(trisethanolamine). The solvent is ClCCl (dichloromethane). Reaction conditions: time 8 hour. Yields the product C(O)CN.C(O)CN.C(O)CN.COC1=CC=C(C=C1)C1=C(OC=2N=CN=C(C21)NC=2C=C(OCC(=O)O)C=CC2)C2=CC=CC=C2 (3-{[5-(4-Methoxyphenyl)-6-phenylfuro[2,3-d]pyrimidin-4-yl]amino}phenoxyacetic acid trisethanolamine salt). RXN SMILES: [CH3:1][O:2][C:3]1[CH:8]=[CH:7][C:6]([C:9]2[C:17]3[C:16]([NH:18][C:19]4[CH:20]=[C:21]([CH:27]=[CH:28][CH:29]=4)[O:22][CH2:23][C:24]([OH:26])=[O:25])=[N:15][CH:14]=[N:13][C:12]=3[O:11][C:10]=2[C:30]2[CH:35]=[CH:34][CH:33]=[CH:32][CH:31]=2)=[CH:5][CH:4]=1.[CH3:36][OH:37]>ClCCl>[CH2:36]([CH2:12][NH2:13])[OH:37].[CH2:36]([CH2:12][NH2:13])[OH:37].[CH2:36]([CH2:12][NH2:13])[OH:37].[CH3:1][O:2][C:3]1[CH:4]=[CH:5][C:6]([C:9]2[C:17]3[C:16]([NH:18][C:19]4[CH:20]=[C:21]([CH:27]=[CH:28][CH:29]=4)[O:22][CH2:23][C:24]([OH:26])=[O:25])=[N:15][CH:14]=[N:13][C:12]=3[O:11][C:10]=2[C:30]2[CH:35]=[CH:34][CH:33]=[CH:32][CH:31]=2)=[CH:7][CH:8]=1 |f:3.4.5.6|. Procedure details: Initially charge 50 mg (0.107 mmol) of 3-{[5-(4-methoxyphenyl)-6-phenylfuro[2,3-d]pyrimidin-4-yl]amino}phenoxyacetic acid in 2 ml of a 1:1 mixture of methanol and dichloromethane, add 13 mg (0.107 mmol) of 2-amino-2-hydroxymethyl-1,3-propanediol(trisethanolamine) and stir at RT overnight. Then concentrate the mixture under reduced pressure. 60.3 mg of the target compound are obtained as a colourless glass.